From a dataset of the Open Reaction Database (ORD), a public repository of structured organic reaction records. describe an organic reaction: reactants, conditions, products, and yield Reactants: COC1=CC=C(C=C1)CCNC(C(C1=CC(=CC=C1)Cl)O)=O (N-[2-(4-methoxyphenyl)ethyl]-2-hydroxy-1-oxo-2-(3-chlorophenyl)ethanamine), [H-].[Al+3].[Li+].[H-].[H-].[H-] (lithium aluminium hydride), O (water), [OH-].[Na+] (sodium hydroxide), O (water). Run in O1CCCC1 (tetrahydrofuran), O1CCCC1 (tetrahydrofuran). Product: COC1=CC=C(C=C1)CCNCC(C1=CC(=CC=C1)Cl)O (N-[2-(4-methoxyphenyl)-ethyl]-2-hydroxy-2-(3-chlorophenyl)ethanamine). As a reaction SMILES: [CH3:1][O:2][C:3]1[CH:8]=[CH:7][C:6]([CH2:9][CH2:10][NH:11][C:12](=O)[CH:13]([OH:21])[C:14]2[CH:19]=[CH:18][CH:17]=[C:16]([Cl:20])[CH:15]=2)=[CH:5][CH:4]=1.[H-].[Al+3].[Li+].[H-].[H-].[H-].O.[OH-].[Na+]>O1CCCC1>[CH3:1][O:2][C:3]1[CH:4]=[CH:5][C:6]([CH2:9][CH2:10][NH:11][CH2:12][CH:13]([OH:21])[C:14]2[CH:19]=[CH:18][CH:17]=[C:16]([Cl:20])[CH:15]=2)=[CH:7][CH:8]=1 |f:1.2.3.4.5.6,8.9|. Procedure details: A solution of N-[2-(4-methoxyphenyl)ethyl]-2-hydroxy-1-oxo-2-(3-chlorophenyl)ethanamine (2.8 g) in dry tetrahydrofuran (20 ml) was added slowly to a refluxing suspension of lithium aluminium hydride (1.36 g) in tetrahydrofuran (30 ml) at reflux and then heated under reflux for 24 hours. After careful addition of water (1.4 ml), aqueous sodium hydroxide (10%; 1.4 ml) and water (2.8 ml), filtration and evaporation of the filtrate gave the crude product. Recrystallisation from ethyl acetate-hexane ... Reactants: C(C=O)c1ccc(cc1)[Br], CC1=CN=C(C=C1)N, [C-]#[N+]C1CCCCC1. The reagents and catalysts are O=C(O)C(F)(F)F (trifluoroacetic acid). The solvent is CC(C)O (isopropyl alcohol), CC(C)O (isopropylalcohol). Conditions: temperature 22 celsius, time 20 hour. Product: Cc1ccc2nc(Cc3ccc(cc3)[Br])c(NC3CCCCC3)n2c1. Isolated yield 2.9%. As a reaction SMILES: CC1=CC=C(N)N=C1.[C-]#[N+]C1CCCCC1.BrC1=CC=C(CC=O)C=C1>>CC1=CN2C(C=C1)=NC(CC1=CC=C(Br)C=C1)=C2NC1CCCCC1.